Dataset: the Open Reaction Database (ORD), a public repository of structured organic reaction records. Task: describe an organic reaction: reactants, conditions, products, and yield Starting materials: IC1=NNC2=CC=CC(=C12)[N+](=O)[O-] (3-iodo-4-nitro-1H-indazole), C([O-])([O-])=O.[K+].[K+] (potassium carbonate), Cl.ClCC1=NC=C(C=C1)F (2-(chloromethyl)-5-fluoropyridine hydrochloride). Procedure: To a solution of 3-iodo-4-nitro-1H-indazole (1.0 g, 3.46 mmol) in DMF (20 mL) was added potassium carbonate (0.956 g, 6.92 mmol) and 2-(chloromethyl)-5-fluoropyridine hydrochloride (0.630 g, 3.46 mmol). The mixture was stirred at ambient temperature for 18 hours under nitrogen. The mixture was concentrated under vacuum and then diluted water (300 mL). The precipitated solids were collected by filtration and washed with water. The material was dried under high vacuum for 16 hours to give 1-((5-fl... Run at time 18 hour. RXN SMILES: [I:1][C:2]1[C:10]2[C:5](=[CH:6][CH:7]=[CH:8][C:9]=2[N+:11]([O-:13])=[O:12])[NH:4][N:3]=1.C(=O)([O-])[O-].[K+].[K+].Cl.Cl[CH2:22][C:23]1[CH:28]=[CH:27][C:26]([F:29])=[CH:25][N:24]=1>CN(C=O)C>[F:29][C:26]1[CH:27]=[CH:28][C:23]([CH2:22][N:4]2[C:5]3[C:10](=[C:9]([N+:11]([O-:13])=[O:12])[CH:8]=[CH:7][CH:6]=3)[C:2]([I:1])=[N:3]2)=[N:24][CH:25]=1 |f:1.2.3,4.5|. The yield is 70.3%. The product is FC=1C=CC(=NC1)CN1N=C(C2=C(C=CC=C12)[N+](=O)[O-])I (1-((5-fluoropyridin-2-yl)methyl)-3-iodo-4-nitro-1H-indazole). The solvent is CN(C)C=O (DMF). Reactants: CO (MeOH), CON (O-Methyl-hydroxylamine), C(=O)([O-])[O-].[K+].[K+] (K2CO3), FC1=C(C=O)C=CC(=C1)N1C(N(CC1)C=1C=NC=CC1C)=O (2-fluoro-4-[3-(4-methyl-pyridin-3-yl)-2-oxo-imidazolidin-1-yl]-benzaldehyde). The solvent is C(OC)COC (dimethoxyethane), C(Cl)(Cl)Cl (CHCl3). Reaction conditions: temperature 40 celsius. Yields the product CON=CC1=C(C=C(C=C1)N1C(N(CC1)C=1C=NC=CC1C)=O)F (2-Fluoro-4-[3-(4-methyl-pyridin-3-yl)-2-oxo-imidazolidin-1-yl]-benzaldehyde O-methyl-oxime). The yield is 9.1%. As a reaction SMILES: [CH3:1][O:2][NH2:3].C([O-])([O-])=O.[K+].[K+].[F:10][C:11]1[CH:18]=[C:17]([N:19]2[CH2:23][CH2:22][N:21]([C:24]3[CH:25]=[N:26][CH:27]=[CH:28][C:29]=3[CH3:30])[C:20]2=[O:31])[CH:16]=[CH:15][C:12]=1[CH:13]=O.CO>C(COC)OC.C(Cl)(Cl)Cl>[CH3:1][O:2][N:3]=[CH:13][C:12]1[CH:15]=[CH:16][C:17]([N:19]2[CH2:23][CH2:22][N:21]([C:24]3[CH:25]=[N:26][CH:27]=[CH:28][C:29]=3[CH3:30])[C:20]2=[O:31])=[CH:18][C:11]=1[F:10] |f:1.2.3|. Reported procedure: O-Methyl-hydroxylamine (84 mg, 1.003 mmol) and K2CO3 (207 mg, 1.5 mmol) were added to a solution of 2-fluoro-4-[3-(4-methyl-pyridin-3-yl)-2-oxo-imidazolidin-1-yl]-benzaldehyde-(I-121a: 300 mg, 1.003 mmol) in dimethoxyethane (10 mL). The resulting mixture was heated to 40° C. for 2 hours. The reaction was monitored by TLC (5% MeOH in CHCl3). The reaction mixture was filtered, washed with CHCl3 and the filtrate was concentrated under reduced pressure to afford 30 mg of crude 2-Fluoro-4-[3-(4-methy... Reactants: C[Mg+], CI, CN(C)CC(=O)c1cccn1Cc1ccccc1F, [I-], [Mg]. Yields the product CN(C)CC(C)(O)c1cccn1Cc1ccccc1F. RXN SMILES: [CH3:21][Mg+:22].[CH3:24][I:25].[F:1][c:2]1[c:3]([CH2:4][n:5]2[c:6]([C:10]([CH2:11][N:12]([CH3:13])[CH3:14])=[O:15])[cH:7][cH:8][cH:9]2)[cH:16][cH:17][cH:18][cH:19]1.[I-:20].[Mg:23]>>[F:1][c:2]1[c:3]([CH2:4][n:5]2[c:6]([C:10]([CH2:11][N:12]([CH3:13])[CH3:14])([OH:15])[CH3:21])[cH:7][cH:8][cH:9]2)[cH:16][cH:17][cH:18][cH:19]1. Starting materials: CS(=O)(=O)OCCc1ccc(Br)cc1, SC1CCCC1. Yields the product Brc1ccc(CCSC2CCCC2)cc1. Reaction SMILES: [CH3:1][S:2]([O:3][CH2:6][CH2:7][c:8]1[cH:9][cH:10][c:11]([Br:14])[cH:12][cH:13]1)(=[O:4])=[O:5].[CH:15]1([SH:20])[CH2:16][CH2:17][CH2:18][CH2:19]1>>[CH2:6]([CH2:7][c:8]1[cH:9][cH:10][c:11]([Br:14])[cH:12][cH:13]1)[S:20][CH:15]1[CH2:16][CH2:17][CH2:18][CH2:19]1. Reactants: OC=1C=C(C=CC1)C1=NN2C(CCC3=CC=CC=C23)=C1 (2-(3-Hydroxyphenyl)-4,5-dihydro-pyrazolo[1,5-a]quinoline), [Na] (sodium), C(C)Br (ethyl bromide). Solvent: C(C)O (ethanol). Run at time 8 hour. The product is C(C)OC=1C=C(C=CC1)C1=NN2C(CCC3=CC=CC=C23)=C1 (2-(m-Ethoxyphenyl)-4,5-dihydropyrazolo[1,5-a]-quinoline). RXN SMILES: [OH:1][C:2]1[CH:3]=[C:4]([C:8]2[CH:20]=[C:11]3[CH2:12][CH2:13][C:14]4[C:19]([N:10]3[N:9]=2)=[CH:18][CH:17]=[CH:16][CH:15]=4)[CH:5]=[CH:6][CH:7]=1.[Na].[CH2:22](Br)[CH3:23]>C(O)C>[CH2:22]([O:1][C:2]1[CH:3]=[C:4]([C:8]2[CH:20]=[C:11]3[CH2:12][CH2:13][C:14]4[C:19]([N:10]3[N:9]=2)=[CH:18][CH:17]=[CH:16][CH:15]=4)[CH:5]=[CH:6][CH:7]=1)[CH3:23] |^1:20|. Reported procedure: 2.62 Grams (0.010 mole) of the compound of Example 10 is added to a solution of 0.23 g. (0.010 mole) of sodium in 40 ml. of absolute ethanol at room temperature, then 2.2 g. (0.020 mole) of ethyl bromide is added dropwise. The resulting solution is refluxed for seven hours and allowed to stand overnight at room temperature. After dilution with 30 ml. of water and subsequent evaporation of the ethanol, a residue is obtained which is crystallized from methanol. Yield 2.29 g. of the title compound,... Starting materials: [N+](#[C-])CS(=O)(=O)C1=CC=C(C=C1)C (1-[(isocyanomethyl)sulfonyl]-4-methylbenzene), C([O-])([O-])=O.[K+].[K+] (potassium carbonate), C(C)N (ethylamine), [N+](#[C-])CS(=O)(=O)C1=CC=C(C=C1)C (1-[(Isocyanomethyl) sulfonyl]-4-methylbenzene), C([O-])([O-])=O.[K+].[K+] (potassium carbonate), C(=O)(O)[O-].[Na+] (NaHCO3), [N+](#[C-])CS(=O)(=O)C1=CC=C(C=C1)C (1-[(Isocyanomethyl) sulfonyl]-4-methylbenzene), C([O-])([O-])=O.[K+].[K+] (potassium carbonate), CN1C(NC(C2=C1C=C(S2)C=O)=O)(C)C (1,2,2-trimethyl-4-oxo-1,2,3,4-tetrahydrothieno[3,2-d]pyrimidine-6-carbaldehyde), powder, C(C)N (ethylamine), C1CCOC1 (THF), C1CCOC1 (THF), C(C)N (ethylamine), C1CCOC1 (THF). Run in CO (MeOH), [O-]S(=O)(=O)[O-].[Mg+2] (MgSO4). Run at time 1 hour. The product is CN1C(NC(C2=C1C=C(S2)C2=CN=CO2)=O)(C)C (1,2,2-trimethyl-6-(1,3-oxazol-5-yl)-2,3-dihydrothieno[3,2-d]pyrimidin-4(1H)-one). The yield is 9.8%. Reaction SMILES: [CH3:1][N:2]1[C:7]2[CH:8]=[C:9]([CH:11]=[O:12])[S:10][C:6]=2[C:5](=[O:13])[NH:4][C:3]1([CH3:15])[CH3:14].C(N)C.C1COCC1.[N+:24]([CH2:26]S(C1C=CC(C)=CC=1)(=O)=O)#[C-:25].C(=O)([O-])[O-].[K+].[K+].C([O-])(O)=O.[Na+]>[O-]S([O-])(=O)=O.[Mg+2].CO>[CH3:1][N:2]1[C:7]2[CH:8]=[C:9]([C:11]3[O:12][CH:26]=[N:24][CH:25]=3)[S:10][C:6]=2[C:5](=[O:13])[NH:4][C:3]1([CH3:15])[CH3:14] |f:4.5.6,7.8,9.10|. Procedure: A mixture of 1,2,2-trimethyl-4-oxo-1,2,3,4-tetrahydrothieno[3,2-d]pyrimidine-6-carbaldehyde (100 mg, 0.446 mmol), MS4A powder (100 mg) and 2 M ethylamine in THF (2.00 mL, 4.00 mmol) was stirred for 1 h at room temperature. Then, the mixture was concentrated under reduced pressure to give a yellow solid. Then, the residue was suspended with 2 M ethylamine in THF (2.00 mL, 4.00 mmol) and MgSO4 (100 mg). The mixture was stirred overnight and concentrated under reduced pressure to give yellow solid....